This data is from the Open Reaction Database (ORD), a public repository of structured organic reaction records. The task is: describe an organic reaction: reactants, conditions, products, and yield Reactants: ClC=1C=C(C=CC1)C=C(C(C)=O)C1=CC=CC=C1 (1-(3-chlorophenyl)-2-phenyl-3-oxo-1-butene), N\C(=C/C(=O)OC)\C (methyl β-aminocrotonate), C(C)(=O)O (acetic acid), N\C(=C/C(=O)OC)\C (methyl β-aminocrotonate), C(C)(=O)O (acetic acid). The solvent is C(C)O (ethanol). The product is ClC=1C=C(C=CC1)C1C(=C(NC(=C1C1=CC=CC=C1)C)C)C(=O)OC (Methyl 4-(3-chlorophenyl)-1,4-dihydro-2,6-dimethyl-5-phenylpyridine-3-carboxylate). Reaction SMILES: [Cl:1][C:2]1[CH:3]=[C:4]([CH:8]=[C:9]([C:13]2[CH:18]=[CH:17][CH:16]=[CH:15][CH:14]=2)[C:10](=O)[CH3:11])[CH:5]=[CH:6][CH:7]=1.[NH2:19]/[C:20](/[CH3:26])=[CH:21]\[C:22]([O:24][CH3:25])=[O:23].C(O)(=O)C>C(O)C>[Cl:1][C:2]1[CH:3]=[C:4]([CH:8]2[C:9]([C:13]3[CH:18]=[CH:17][CH:16]=[CH:15][CH:14]=3)=[C:10]([CH3:11])[NH:19][C:20]([CH3:26])=[C:21]2[C:22]([O:24][CH3:25])=[O:23])[CH:5]=[CH:6][CH:7]=1. Procedure: 12.82 g (50 mmol) of 1-(3-chlorophenyl)-2-phenyl-3-oxo-1-butene in 80 ml of ethanol are heated to reflux with 11.5 g (100 mmol) of methyl β-aminocrotonate and 6 ml (100 mmol) of acetic acid overnight. 11.5 g of methyl β-aminocrotonate and 6 ml of acetic acid are added once more, and the mixture is heated under reflux for 24 hours. On cooling, crystals are produced, and these are filtered off with suction and washed with ethanol. For complete purification, they are passed through a silica gel col... The reactants are CCCC[Sn](Cl)(CCCC)CCCC, C1CCOC1, CC(C)[N-]C(C)C, CC(C)N(C(=O)OC(C)(C)C)c1nccs1, [Li+]. Product: CCCC[Sn](CCCC)(CCCC)c1cnc(N(C(=O)OC(C)(C)C)C(C)C)s1. Reaction SMILES: [CH2:25]([CH2:26][CH2:27][CH3:28])[Sn:29]([CH2:30][CH2:31][CH2:32][CH3:33])([CH2:34][CH2:35][CH2:36][CH3:37])[Cl:38].[CH2:39]1[O:40][CH2:41][CH2:42][CH2:43]1.[CH3:2][CH:3]([N-:4][CH:5]([CH3:6])[CH3:7])[CH3:8].[CH:9]([CH3:10])([CH3:11])[N:12]([C:13]([O:14][C:15]([CH3:16])([CH3:17])[CH3:18])=[O:19])[c:20]1[s:21][cH:22][cH:23][n:24]1.[Li+:1]>>[CH:9]([CH3:10])([CH3:11])[N:12]([C:13]([O:14][C:15]([CH3:16])([CH3:17])[CH3:18])=[O:19])[c:20]1[s:21][c:22]([Sn:29]([CH2:25][CH2:26][CH2:27][CH3:28])([CH2:30][CH2:31][CH2:32][CH3:33])[CH2:34][CH2:35][CH2:36][CH3:37])[cH:23][n:24]1. Reactants: C(C)(=O)OCC1=C(C=CC(=C1)Br)F (2-(Acetoxymethyl)-4-bromo-1-fluorobenzene), CCO (EtOH), [OH-].[Na+] (NaOH), O (H2O). Solvent: CCOCC (Et2O). Yields the product BrC=1C=CC(=C(CO)C1)F (5-Bromo-2-fluorobenzylalcohol). RXN SMILES: C([O:4][CH2:5][C:6]1[CH:11]=[C:10]([Br:12])[CH:9]=[CH:8][C:7]=1[F:13])(=O)C.CCO.[OH-].[Na+].O>CCOCC>[Br:12][C:10]1[CH:9]=[CH:8][C:7]([F:13])=[C:6]([CH:11]=1)[CH2:5][OH:4] |f:2.3|. Reported procedure: A solution of the compound (1b) (3.2 g, 14.5 mmol), EtOH (20 mL) and 1 N NaOH (20 mL, 20 mmol) was stirred at reflux under N2 for 1.5 hours. The reaction mixture was cooled and distributed between H2O (150 mL) and Et2O (150 mL). The organic layer was separated and washed with H2O (2×100 mL), dried and the clear faint yellow solution was evaporated. Distillation of the residue provided the compound (1c) as a clear colorless oil; bp 82°-87° C. (0.4 mm); NMR 3.3 (H, br s), 4.6 (2 H, s), 6.81 (H3, t... The reactants are CC(C)(O[Si](CC)(CC)CC)C1=NC=2N(C=C1)C(=CN2)C2=CC=CC(=N2)C2=C(C#N)C=CC=C2 (2-{6-[7-(1-methyl-1-triethylsilanyloxy-ethyl)imidazo[1,2-α]pyrimidin-3-yl]pyridin-2-yl}benzonitrile). Reagents/catalysts: Cl (hydrochloric acid). Run in C(C)O (ethanol). Conditions: time 18 hour. Product: OC(C)(C)C1=NC=2N(C=C1)C(=CN2)C2=CC=CC(=N2)C2=C(C#N)C=CC=C2 (2-{6-[7-(1-hydroxy-1-methylethyl)imidazo[1,2-α]pyrimidin-3-yl]pyridin-2-yl}benzonitrile). RXN SMILES: [CH3:1][C:2]([C:12]1[CH:17]=[CH:16][N:15]2[C:18]([C:21]3[N:26]=[C:25]([C:27]4[CH:34]=[CH:33][CH:32]=[CH:31][C:28]=4[C:29]#[N:30])[CH:24]=[CH:23][CH:22]=3)=[CH:19][N:20]=[C:14]2[N:13]=1)([O:4][Si](CC)(CC)CC)[CH3:3]>C(O)C.Cl>[OH:4][C:2]([C:12]1[CH:17]=[CH:16][N:15]2[C:18]([C:21]3[N:26]=[C:25]([C:27]4[CH:34]=[CH:33][CH:32]=[CH:31][C:28]=4[C:29]#[N:30])[CH:24]=[CH:23][CH:22]=3)=[CH:19][N:20]=[C:14]2[N:13]=1)([CH3:1])[CH3:3]. Procedure details: To a solution of crude 2-{6-[7-(1-methyl-1-triethylsilanyloxy-ethyl)imidazo[1,2-α]pyrimidin-3-yl]pyridin-2-yl}benzonitrile in ethanol (3 ml) was added 3 drops of concentrated hydrochloric acid and the mixture left to stir at ambient temperature for 18 h. The solvent was evaporated and the residue made basic by the addition of saturated aqueous sodium hydrogencarbonate. The aqueous phase was diluted with water (30 ml) and extracted with ethyl acetate (2×75 ml). The combined organic phase was wash...